This data is from the Open Reaction Database (ORD), a public repository of structured organic reaction records. The task is: describe an organic reaction: reactants, conditions, products, and yield Solvent: O1CCCC1 (tetrahydrofuran), CO (methanol). Product: C(C1=CC=CC=C1)OC=1C=CC=C2C=C(NC12)C(=O)O (7-benzyloxyindole-2-carboxylic acid). Starting materials: C(C)OC(=O)C=1NC2=C(C=CC=C2C1)OCC1=CC=CC=C1 (7-benzyloxyindole-2-carboxylic acid ethyl ester), [OH-].[Na+] (sodium hydroxide), Cl (hydrochloric acid). Procedure details: A solution of 7-benzyloxyindole-2-carboxylic acid ethyl ester in 600 ml of tetrahydrofuran and 200 ml of methanol is combined with 500 ml of 2N sodium hydroxide solution and stirred for 3 hours at room temperature. The reaction mixture is then acidified under ice cooling with 10% hydrochloric acid and extracted twice with ethyl acetate. The combined organic phases are dried, treated with active carbon, and concentrated. The residue is recrystallized from toluene, thus producing 35 g of 7-benzylo... Run at time 3 hour. As a reaction SMILES: C([O:3][C:4]([C:6]1[NH:7][C:8]2[C:13]([CH:14]=1)=[CH:12][CH:11]=[CH:10][C:9]=2[O:15][CH2:16][C:17]1[CH:22]=[CH:21][CH:20]=[CH:19][CH:18]=1)=[O:5])C.[OH-].[Na+].Cl>O1CCCC1.CO>[CH2:16]([O:15][C:9]1[CH:10]=[CH:11][CH:12]=[C:13]2[C:8]=1[NH:7][C:6]([C:4]([OH:5])=[O:3])=[CH:14]2)[C:17]1[CH:22]=[CH:21][CH:20]=[CH:19][CH:18]=1 |f:1.2|. Reactants: C(CCC)[Li] (n-butyllithium), C1(CC1)C=O (cyclopropane carboxaldehyde), COC1=CC=CC=2C=COC21 (7-methoxybenzofuran), CCOCC.[Mg+2].[Br-].[Br-] (magnesium bromide diethyl etherate). Run in O1CCCC1 (tetrahydrofuran), O (Water). Run at temperature -60 celsius, time 10 minute. Yields the product C1(CC1)C(O)C=1OC2=C(C1)C=CC=C2OC (Cyclopropyl-(7-methoxybenzofuran-2-yl)-methanol). Reaction SMILES: [CH3:1][O:2][C:3]1[C:11]2[O:10][CH:9]=[CH:8][C:7]=2[CH:6]=[CH:5][CH:4]=1.C([Li])CCC.CCOCC.[Mg+2].[Br-].[Br-].[CH:25]1([CH:28]=[O:29])[CH2:27][CH2:26]1>O1CCCC1.O>[CH:25]1([CH:28]([C:9]2[O:10][C:11]3[C:3]([O:2][CH3:1])=[CH:4][CH:5]=[CH:6][C:7]=3[CH:8]=2)[OH:29])[CH2:27][CH2:26]1 |f:2.3.4.5|. Reported procedure: To a stirred solution of 7-methoxybenzofuran (2.0 g) in tetrahydrofuran (30 ml) cooled to -60° C. under an atmosphere of nitrogen was added dropwise n-butyllithium (1.6M in hexanes, 8.9 ml). After stirring at -60° C. for 10 minutes, magnesium bromide diethyl etherate (3.8 g) was added in single portion and the reaction mixture stirred at -50° C. for 10 minutes. After cooling to -78° C., cyclopropane carboxaldehyde (1.0 ml) was added in a single portion and the mixture allowed to warm slowly to r... Starting materials: BrC1=C(C=C(C(=C1)C)C)O[C@@H](C)CC=C ((S)-1-bromo-4,5-dimethyl-2-(pent-4-en-2-yloxy)benzene), FC1=CC(=C(C=C1)B(O)O)O[C@@H](C)CC=C ((S)-(4-fluoro-2-(pent-4-en-2-yloxy)phenyl)boronic acid). The product is CC1=CC(=C(C=C1C)B(O)O)O[C@@H](C)CC=C ((S)-(4,5-Dimethyl-2-(pent-4-en-2-yloxy)phenyl)boronic acid). Isolated yield 85.0%. Reaction SMILES: Br[C:2]1[CH:7]=[C:6]([CH3:8])[C:5]([CH3:9])=[CH:4][C:3]=1[O:10][C@H:11]([CH2:13][CH:14]=[CH2:15])[CH3:12].FC1C=CC([B:23]([OH:25])[OH:24])=C(O[C@H](CC=C)C)C=1>>[CH3:9][C:5]1[C:6]([CH3:8])=[CH:7][C:2]([B:23]([OH:25])[OH:24])=[C:3]([O:10][C@H:11]([CH2:13][CH:14]=[CH2:15])[CH3:12])[CH:4]=1. Reported procedure: Prepared in 85% yield from (S)-1-bromo-4,5-dimethyl-2-(pent-4-en-2-yloxy)benzene following the procedure for (S)-(4-fluoro-2-(pent-4-en-2-yloxy)phenyl)boronic acid. 1H NMR (400 MHz, CDCl3) δ 7.57 (s, 1H), 6.72 (s, 1H), 5.93-5.82 (m, 1H), 5.81 (d, J=5.8 Hz, 2H), 5.22-5.13 (m, 2H), 4.68-4.55 (m, 1H), 2.60-2.42 (m, 2H), 2.28 (s, 3H), 2.22 (s, 3H), 1.38 (d, J=6.3 Hz, 3H). Starting materials: resultant solution, FC1=CC=C(CCN2CCC(CC2)N2CCC3=CC=C(C=C23)CNC(C)=O)C=C1 (1-(4-fluorophenethylpiperdin-4-yl]-6-acetamidomethylindoline). Reagents/catalysts: [O-2].[O-2].[Mn+4] (manganese dioxide). Run in CC(=O)C (acetone). Yields the product FC1=CC=C(CCN2CCC(CC2)N2C=CC3=CC=C(C=C23)CNC(C)=O)C=C1 (1-[1-(4-fluorophenethyl)piperidin-4-yl]-6-acetamidomethylindole), powder. The yield is 56.0%. Reaction SMILES: [F:1][C:2]1[CH:29]=[CH:28][C:5]([CH2:6][CH2:7][N:8]2[CH2:13][CH2:12][CH:11]([N:14]3[C:22]4[C:17](=[CH:18][CH:19]=[C:20]([CH2:23][NH:24][C:25](=[O:27])[CH3:26])[CH:21]=4)[CH2:16][CH2:15]3)[CH2:10][CH2:9]2)=[CH:4][CH:3]=1>CC(C)=O.[O-2].[O-2].[Mn+4]>[F:1][C:2]1[CH:3]=[CH:4][C:5]([CH2:6][CH2:7][N:8]2[CH2:9][CH2:10][CH:11]([N:14]3[C:22]4[C:17](=[CH:18][CH:19]=[C:20]([CH2:23][NH:24][C:25](=[O:27])[CH3:26])[CH:21]=4)[CH:16]=[CH:15]3)[CH2:12][CH2:13]2)=[CH:28][CH:29]=1 |f:2.3.4|. Procedure details: 1-[1-(4-Fluorophenethyl)piperidin-4-yl]-6-acetamidomethylindoline (7.5 g) obtained in Example 133 was dissolved in acetone (500 ml) at 50° C. To the resultant solution was added active manganese dioxide (35.6 g) in portions under stirring. The resulting suspension was heated under reflux for 1.5 hr, then filtered through celite and washed with acetone. The filtrate was concentrated under reduced pressure and the resulting pale yellow solid was recrystallized from ethyl acetate to give the title ... The reactants are Cl (hydrochloric acid), COC(=O)C1(CCCCCC1)NC(C1=CC(=C(C=C1)OC)C(CC(C=1C=C(C=CC1)C)O)O)=O (1-[3-(1,3-Dihydroxy-3-m-tolyl-propyl)-4-methoxy-benzoylamino]-cycloheptanecarboxylic acid methyl ester), C(C)O (ethanol), [H][H] (hydrogen). The reagents and catalysts are [Pd] (palladium on charcoal). Product: COC(C1=CC(=C(C=C1)OC)CCCC=1C=C(C=CC1)C)=O (4-Methoxy-3-(3-m-tolyl-propyl)-benzoic acid methyl ester). Reaction SMILES: COC(C1(N[C:13](=[O:34])[C:14]2[CH:19]=[CH:18][C:17]([O:20][CH3:21])=[C:16]([CH:22](O)[CH2:23][CH:24](O)[C:25]3[CH:26]=[C:27]([CH3:31])[CH:28]=[CH:29][CH:30]=3)[CH:15]=2)CCCCCC1)=O.Cl.[H][H].[CH2:38]([OH:40])C>[Pd]>[CH3:38][O:40][C:13](=[O:34])[C:14]1[CH:19]=[CH:18][C:17]([O:20][CH3:21])=[C:16]([CH2:22][CH2:23][CH2:24][C:25]2[CH:26]=[C:27]([CH3:31])[CH:28]=[CH:29][CH:30]=2)[CH:15]=1. Reported procedure: The compound of step 1 (140 mg, 0.424 mmol) was dissolved in ethanol (10 ml), 12 N hydrochloric acid (0.2 ml) and palladium on charcoal (10%) was added, and the mixture was hydrogenated at a hydrogen pressure of 6 bar at room temperature overnight. After filtration and evaporation, the residue was purified by silica gel chromatography (HEP/EA gradient) to give 80 mg of the title compound. Product: CC(=O)C=NNCc1ccccc1. As a reaction SMILES: [CH2:2]([c:3]1[cH:4][cH:5][cH:6][cH:7][cH:8]1)[NH:9][NH2:10].[CH:11]([C:12](=[O:13])[CH3:14])=[O:15].[Cl:17][CH2:18][Cl:19].[ClH:1].[OH2:16]>>[CH2:2]([c:3]1[cH:4][cH:5][cH:6][cH:7][cH:8]1)[NH:9][N:10]=[CH:11][C:12](=[O:13])[CH3:14]. Starting materials: NNCc1ccccc1, CC(=O)C=O, ClCCl, Cl, O. Reactants: C(C1=CC=CC=C1)N1N=C(C=2C1=NC=NC2)C=2OC(=CC2)C=O (1-benzyl-3-(5-formyl-2-furyl)pyrazolo[3,4-d]pyrimidine), [BH4-].[Na+] (NaBH4), O (water), C(C)(=O)O (acetic acid). Run in C(CC)O (1-propanol). Reaction conditions: time 15 minute. The product is C(C1=CC=CC=C1)N1N=C(C=2C1=NC=NC2)C=2OC(=CC2)CO (1-Benzyl-3-(5-hydroxymethyl-2-furyl)pyrazolo[3,4-d]pyrimidine). Reaction SMILES: [CH2:1]([N:8]1[C:12]2=[N:13][CH:14]=[N:15][CH:16]=[C:11]2[C:10]([C:17]2[O:18][C:19]([CH:22]=[O:23])=[CH:20][CH:21]=2)=[N:9]1)[C:2]1[CH:7]=[CH:6][CH:5]=[CH:4][CH:3]=1.[BH4-].[Na+].O.C(O)(=O)C>C(O)CC>[CH2:1]([N:8]1[C:12]2=[N:13][CH:14]=[N:15][CH:16]=[C:11]2[C:10]([C:17]2[O:18][C:19]([CH2:22][OH:23])=[CH:20][CH:21]=2)=[N:9]1)[C:2]1[CH:7]=[CH:6][CH:5]=[CH:4][CH:3]=1 |f:1.2|. Reported procedure: 0.6 g (1.97 mmol) of 1-benzyl-3-(5-formyl-2-furyl)pyrazolo[3,4-d]pyrimidine (Rf=0.65, SiO2, ethyl acetate) is treated with 60 mg of NaBH4 with good stirring in 20 ml of 1-propanol at room temperature. After 15 min, 50 ml of water and 2.5 ml of glacial acetic acid are added. After partially concentrating in a rotary evaporator, the mixture is extracted with ethyl acetate, and the extract is dried and concentrated in a rotary evaporator after addition of toluene. After chromatography on SiO2, 74.8... Starting materials: [Si](C)(C)(C(C)(C)C)Cl (tert-butyldimethylsilyl-chloride), N1C=NC=C1 (imidazole), OCCCC=1C=CC=2C3C(C(NC2C1)=O)CCC3 (7-(3-hydroxypropyl)-1,2,3,3a,5,9b-hexahydrocyclopenta[c]quinolin-4-one). Solvent: CN(C)C=O (DMF), C(C)(=O)OCC (ethyl acetate). Reaction conditions: time 3 hour. The product is [Si](C)(C)(C(C)(C)C)OCCCC=1C=CC=2C3C(C(NC2C1)=O)CCC3 (7-[3-(tert-Butyldimethylsilyloxy)propyl]-1,2,3,3a,5,9b-hexahydrocyclopenta[c]-quinolin-4-one). Isolated yield 105.3%. RXN SMILES: [Si:1](Cl)([C:4]([CH3:7])([CH3:6])[CH3:5])([CH3:3])[CH3:2].N1C=CN=C1.[OH:14][CH2:15][CH2:16][CH2:17][C:18]1[CH:19]=[CH:20][C:21]2[CH:22]3[CH2:31][CH2:30][CH2:29][CH:23]3[C:24](=[O:28])[NH:25][C:26]=2[CH:27]=1>CN(C=O)C.C(OCC)(=O)C>[Si:1]([O:14][CH2:15][CH2:16][CH2:17][C:18]1[CH:19]=[CH:20][C:21]2[CH:22]3[CH2:31][CH2:30][CH2:29][CH:23]3[C:24](=[O:28])[NH:25][C:26]=2[CH:27]=1)([C:4]([CH3:7])([CH3:6])[CH3:5])([CH3:3])[CH3:2]. Procedure details: At 0° C., 3.65 g (24.5 mmol) of tert-butyldimethylsilyl-chloride and 3.29 g (48.9 mol) of imidazole are added to a solution of 3.0 g (12.2 mmol) of 7-(3-hydroxypropyl)-1,2,3,3a,5,9b-hexahydrocyclopenta[c]quinolin-4-one in 50 ml of DMF. After 3 hours, the batch is diluted with ethyl acetate, washed with water, 10% citric acid and saturated NaHCO3, dried (Na2SO4) and concentrated by evaporation in a vacuum. Column chromatography with hexane-ethyl acetate on silica gel yields 4.62 g of product. The reactants are CO, CC(=O)O, CCOC(C)=O, [Fe], [Na+], O=C([O-])O, O, O=C1CCCc2c1ccc(OC(Cn1ccnc1)c1cccnc1)c2[N+](=O)[O-]. Yields the product Nc1c(OC(Cn2ccnc2)c2cccnc2)ccc2c1CCCC2=O. Reaction SMILES: [CH3:29][OH:30].[CH3:31][C:32](=[O:33])[OH:34].[CH3:41][CH2:42][O:43][C:44]([CH3:45])=[O:46].[Fe:40].[Na+:39].[O-:35][C:36]([OH:37])=[O:38].[OH2:47].[n:1]1([CH2:6][CH:7]([O:8][c:9]2[c:10]([N+:20]([O-:21])=[O:22])[c:11]3[c:16]([cH:17][cH:18]2)[C:15](=[O:19])[CH2:14][CH2:13][CH2:12]3)[c:23]2[cH:24][n:25][cH:26][cH:27][cH:28]2)[cH:2][n:3][cH:4][cH:5]1>>[n:1]1([CH2:6][CH:7]([O:8][c:9]2[c:10]([NH2:20])[c:11]3[c:16]([cH:17][cH:18]2)[C:15](=[O:19])[CH2:14][CH2:13][CH2:12]3)[c:23]2[cH:24][n:25][cH:26][cH:27][cH:28]2)[cH:2][n:3][cH:4][cH:5]1. The reactants are C(CCCCCCCCCCCCCCC)NC1=CC=C(CCC(=O)OCC)C=C1 (ethyl 4-hexadecylaminohydrocinnamate), [H-].[Al+3].[Li+].[H-].[H-].[H-] (lithium aluminum hydride). Product: C(CCCCCCCCCCCCCCC)NC1=CC=C(C=C1)CCCO (3-(4-Hexadecylaminophenyl)propanol). RXN SMILES: [CH2:1]([NH:17][C:18]1[CH:30]=[CH:29][C:21]([CH2:22][CH2:23][C:24](OCC)=[O:25])=[CH:20][CH:19]=1)[CH2:2][CH2:3][CH2:4][CH2:5][CH2:6][CH2:7][CH2:8][CH2:9][CH2:10][CH2:11][CH2:12][CH2:13][CH2:14][CH2:15][CH3:16].[H-].[Al+3].[Li+].[H-].[H-].[H-]>>[CH2:1]([NH:17][C:18]1[CH:30]=[CH:29][C:21]([CH2:22][CH2:23][CH2:24][OH:25])=[CH:20][CH:19]=1)[CH2:2][CH2:3][CH2:4][CH2:5][CH2:6][CH2:7][CH2:8][CH2:9][CH2:10][CH2:11][CH2:12][CH2:13][CH2:14][CH2:15][CH3:16] |f:1.2.3.4.5.6|. Procedure: By a method analogous to that described in Example 16, ethyl 4-hexadecylaminohydrocinnamate is reduced with lithium aluminum hydride to provide the title compound.